Dataset: the Open Reaction Database (ORD), a public repository of structured organic reaction records. Task: describe an organic reaction: reactants, conditions, products, and yield Starting materials: CCOC(C)=O, CCO, O=C1c2ccccc2C(=O)N1CCn1cc2c(-c3ccc(F)cc3)c(-c3ccncc3)c(-c3ccc(F)cc3)nc2n1, NN, O, O. Product: NCCn1cc2c(-c3ccc(F)cc3)c(-c3ccncc3)c(-c3ccc(F)cc3)nc2n1. Reaction SMILES: [CH3:47][CH2:48][O:49][C:50]([CH3:51])=[O:52].[CH3:53][CH2:54][OH:55].[F:1][c:2]1[cH:3][cH:4][c:5](-[c:8]2[c:9]3[c:10]([n:11][c:12](-[c:20]4[cH:21][cH:22][c:23]([F:26])[cH:24][cH:25]4)[c:13]2-[c:14]2[cH:15][cH:16][n:17][cH:18][cH:19]2)[n:27][n:28]([CH2:30][CH2:31][N:32]2[C:33](=[O:34])[c:35]4[cH:36][cH:37][cH:38][cH:39][c:40]4[C:41]2=[O:42])[cH:29]3)[cH:6][cH:7]1.[NH2:44][NH2:45].[OH2:43].[OH2:46]>>[F:1][c:2]1[cH:3][cH:4][c:5](-[c:8]2[c:9]3[c:10]([n:11][c:12](-[c:20]4[cH:21][cH:22][c:23]([F:26])[cH:24][cH:25]4)[c:13]2-[c:14]2[cH:15][cH:16][n:17][cH:18][cH:19]2)[n:27][n:28]([CH2:30][CH2:31][NH2:32])[cH:29]3)[cH:6][cH:7]1. Reactants: C(C)ON=CC1=CC=C(CN(C(NCC(=O)OCC)=O)OCC2=CC=CC=C2)C=C1 (ethyl (3-(4-(ethoxyiminomethyl)benzyl)-3-benzyloxyureido)acetate), N (ammonia). The solvent is C(C)O (ethanol). Run at time 24 hour. The product is NN=CC1=CC=C(CN(C(NCC(=O)OCC)=O)OCC2=CC=CC=C2)C=C1 (Ethyl (3-(4-(aminoiminomethyl)benzyl)-3-benzyloxyureido)acetate). Reaction SMILES: C(O[N:4]=[CH:5][C:6]1[CH:30]=[CH:29][C:9]([CH2:10][N:11]([O:21][CH2:22][C:23]2[CH:28]=[CH:27][CH:26]=[CH:25][CH:24]=2)[C:12](=[O:20])[NH:13][CH2:14][C:15]([O:17][CH2:18][CH3:19])=[O:16])=[CH:8][CH:7]=1)C.[NH3:31]>C(O)C>[NH2:31][N:4]=[CH:5][C:6]1[CH:30]=[CH:29][C:9]([CH2:10][N:11]([O:21][CH2:22][C:23]2[CH:28]=[CH:27][CH:26]=[CH:25][CH:24]=2)[C:12](=[O:20])[NH:13][CH2:14][C:15]([O:17][CH2:18][CH3:19])=[O:16])=[CH:8][CH:7]=1. Procedure: 2.83 g (6.84 mmol) of ethyl (3-(4-(ethoxyiminomethyl)benzyl)-3-benzyloxyureido)acetate are dissolved in 100 ml of ethanol and treated with 6.74 ml (6.84 mmol) of ethanolic ammonia solution. After 24 h at room temperature, the solvent is removed in vacuo and the residue is recrystallized from ethyl acetate/ether. Procedure: R5X=1-Bromomethyl-3-methoxy-benzene; NH2A=2-aminothiazole; Indole starting material=methyl indole 3-carboxylate Reaction SMILES: Br[CH2:2][C:3]1[CH:8]=[CH:7][CH:6]=[C:5]([O:9][CH3:10])[CH:4]=1.[NH2:11][C:12]1[S:13][CH:14]=[CH:15][N:16]=1.N1C2C(=CC=CC=2)C=C1.[NH:26]1[C:34]2[C:29](=[CH:30][CH:31]=[CH:32][CH:33]=2)[C:28]([C:35](OC)=[O:36])=[CH:27]1>>[S:13]1[CH:14]=[CH:15][N:16]=[C:12]1[NH:11][C:35]([C:28]1[C:29]2[C:34](=[CH:33][CH:32]=[CH:31][CH:30]=2)[N:26]([CH2:2][C:3]2[CH:8]=[CH:7][CH:6]=[C:5]([O:9][CH3:10])[CH:4]=2)[CH:27]=1)=[O:36]. Product: S1C(=NC=C1)NC(=O)C1=CN(C2=CC=CC=C12)CC1=CC(=CC=C1)OC (1-(3-Methoxy-benzyl)-1H-indole-3-carboxylic acid thiazol-2-ylamide). Reactants: BrCC1=CC(=CC=C1)OC (1-Bromomethyl-3-methoxy-benzene), N1C=C(C2=CC=CC=C12)C(=O)OC (methyl indole 3-carboxylate), NC=1SC=CN1 (2-aminothiazole), N1C=CC2=CC=CC=C12 (Indole). The reactants are [N+](=O)([O-])C1=CC=C(N)C=C1 (p-nitroaniline), C(CCCCCCCCCCCCCCCCC)(=O)Cl (octadecanoyl chloride). Procedure: In a three necked flask equipped with a dropping funnel, a thermometer and a reflux condenser, p-nitroaniline (138 g) was dissolved in a mixed solution of tetrahydrofuran (200 ml) and pyridine (140 ml) in a nitrogen atmosphere. Then, octadecanoyl chloride (333 g) was added dropwise into the three necked flask through the dropping funnel, over a time span of 20 minutes while stirring the reaction mixture. After the completion of the dropping, the reaction mixture was stirred for 2 hours. Then, a ... Reaction SMILES: [N+:1]([C:4]1[CH:10]=[CH:9][C:7]([NH2:8])=[CH:6][CH:5]=1)([O-:3])=[O:2].[C:11](Cl)(=[O:29])[CH2:12][CH2:13][CH2:14][CH2:15][CH2:16][CH2:17][CH2:18][CH2:19][CH2:20][CH2:21][CH2:22][CH2:23][CH2:24][CH2:25][CH2:26][CH2:27][CH3:28]>O1CCCC1.N1C=CC=CC=1>[N+:1]([C:4]1[CH:10]=[CH:9][C:7]([NH:8][C:11](=[O:29])[CH2:12][CH2:13][CH2:14][CH2:15][CH2:16][CH2:17][CH2:18][CH2:19][CH2:20][CH2:21][CH2:22][CH2:23][CH2:24][CH2:25][CH2:26][CH2:27][CH3:28])=[CH:6][CH:5]=1)([O-:3])=[O:2]. Solvent: O1CCCC1 (tetrahydrofuran), N1=CC=CC=C1 (pyridine). Yield: 90.0%. Product: [N+](=O)([O-])C1=CC=C(NC(CCCCCCCCCCCCCCCCC)=O)C=C1 (4'-nitro-n-octadecaneanilide). Isolated yield 26.6%. Reported procedure: To a 20 dram vial was added 2-bromo-1-(2-(2-(3-chloropyridin-2-yl)propan-2-ylamino)pyrimidin-5-yl)ethanone (103 mg, 0.28 mmol), ethyl-2-aminothiazole-4-carboxylate (48 mg, 0.28 mmol), and methylethylketone (2 mL). The mixture was heated to 90° C. in a sealed tube and stirred overnight. The reaction was then concentrated and purified by silica gel chromatography (EtOAc/hex) to afford 33 mg of ethyl 6-(2-(2-(3-chloropyridin-2-yl)propan-2-ylamino)pyrimidin-5-yl)imidazo[2,1-b]thiazole-3-carboxylate ... Yields the product ClC=1C(=NC=CC1)C(C)(C)NC1=NC=C(C=N1)C=1N=C2SC=C(N2C1)C(=O)OCC (ethyl 6-(2-(2-(3-chloropyridin-2-yl)propan-2-ylamino)pyrimidin-5-yl)imidazo[2,1-b]thiazole-3-carboxylate). Solvent: CC(=O)CC (methylethylketone). Run at temperature 90 celsius, time 8 hour. Starting materials: BrCC(=O)C=1C=NC(=NC1)NC(C)(C)C1=NC=CC=C1Cl (2-bromo-1-(2-(2-(3-chloropyridin-2-yl)propan-2-ylamino)pyrimidin-5-yl)ethanone), C(C)OC(=O)C=1N=C(SC1)N (ethyl-2-aminothiazole-4-carboxylate). Reaction SMILES: Br[CH2:2][C:3]([C:5]1[CH:6]=[N:7][C:8]([NH:11][C:12]([C:15]2[C:20]([Cl:21])=[CH:19][CH:18]=[CH:17][N:16]=2)([CH3:14])[CH3:13])=[N:9][CH:10]=1)=O.[CH2:22]([O:24][C:25]([C:27]1[N:28]=[C:29]([NH2:32])[S:30][CH:31]=1)=[O:26])[CH3:23]>CC(CC)=O>[Cl:21][C:20]1[C:15]([C:12]([NH:11][C:8]2[N:7]=[CH:6][C:5]([C:3]3[N:32]=[C:29]4[N:28]([CH:2]=3)[C:27]([C:25]([O:24][CH2:22][CH3:23])=[O:26])=[CH:31][S:30]4)=[CH:10][N:9]=2)([CH3:14])[CH3:13])=[N:16][CH:17]=[CH:18][CH:19]=1.